This data is from the Open Reaction Database (ORD), a public repository of structured organic reaction records. The task is: describe an organic reaction: reactants, conditions, products, and yield Starting materials: [BH4-].[Na+] (sodium borohydride), C(=O)C1=C(C=2NC=C(C(C2S1)=O)C(=O)OCC)C (ethyl 2-formyl-3-methyl-7-oxo-4,7-dihydrothieno[3,2-b]pyridine-6-carboxylate), C(Cl)Cl (CH2Cl2). Solvent: CO (MeOH). Conditions: temperature 0 celsius, time 1 hour. Yields the product OC1=C2C(=NC=C1C(=O)OCC)C(=C(S2)CO)C (Ethyl 7-hydroxy-2-(hydroxymethyl)-3-methylthieno[3,2-b]pyridine-6-carboxylate). Isolated yield 59.5%. RXN SMILES: [CH:1]([C:3]1[S:11][C:10]2[C:9](=[O:12])[C:8]([C:13]([O:15][CH2:16][CH3:17])=[O:14])=[CH:7][NH:6][C:5]=2[C:4]=1[CH3:18])=[O:2].C(Cl)Cl.[BH4-].[Na+]>CO>[OH:12][C:9]1[C:8]([C:13]([O:15][CH2:16][CH3:17])=[O:14])=[CH:7][N:6]=[C:5]2[C:4]([CH3:18])=[C:3]([CH2:1][OH:2])[S:11][C:10]=12 |f:2.3|. Procedure: A suspension of ethyl 2-formyl-3-methyl-7-oxo-4,7-dihydrothieno[3,2-b]pyridine-6-carboxylate (Preparation 3)(1.50 g, 5.66 mmol) in 1:1 CH2Cl2:MeOH (15 mL) was chilled in an ice bath before the addition of sodium borohydride (0.214 g, 5.66 mmol). The reaction was stirred at 0° C. for one hour and then quenched by the addition of water (30 mL). While continuing to chill in an ice bath, the mixture was adjusted to pH 4 by the careful addition of 1 N HCl. The resulting thick mixture was stirred at 0... The reactants are CC(C)(C)O, CCC(C)(C)c1ccc(O)cc1, [Na+], [OH-], O=C(O)C(F)(F)F. Yields the product CCC(C)(C)c1ccc(O)c(C(C)(C)C)c1. RXN SMILES: [C:13]([CH3:14])([CH3:15])([CH3:16])[OH:17].[C:1]([CH3:2])([CH3:3])([CH2:4][CH3:5])[c:6]1[cH:7][cH:8][c:9]([OH:12])[cH:10][cH:11]1.[Na+:19].[OH-:18].[OH:20][C:21]([C:22]([F:23])([F:24])[F:25])=[O:26]>>[C:1]([CH3:2])([CH3:3])([CH2:4][CH3:5])[c:6]1[cH:7][cH:8][c:9]([OH:12])[c:10]([C:13]([CH3:14])([CH3:15])[CH3:16])[cH:11]1. RXN SMILES: [CH3:1][O:2][c:3]1[cH:4][cH:5][c:6]([CH:9]([c:10]2[cH:11][cH:12][cH:13][c:14]3[cH:15][cH:16][cH:17][cH:18][c:19]23)[c:20]2[cH:21][c:22]([CH3:27])[c:23]([OH:26])[cH:24][cH:25]2)[cH:7][cH:8]1.[CH3:43][C:44](=[O:45])[CH3:46].[Cl:35][CH2:36][CH2:37][N:38]1[CH2:39][CH2:40][CH2:41][CH2:42]1.[ClH:34].[K+:28].[K+:29].[O-:30][C:31]([O-:32])=[O:33].[cH:47]1[cH:48][cH:49][cH:50][cH:51][cH:52]1>>[CH3:1][O:2][c:3]1[cH:4][cH:5][c:6]([CH:9]([c:10]2[cH:11][cH:12][cH:13][c:14]3[cH:15][cH:16][cH:17][cH:18][c:19]23)[c:20]2[cH:21][c:22]([CH3:27])[c:23]([O:26][CH2:36][CH2:37][N:38]3[CH2:39][CH2:40][CH2:41][CH2:42]3)[cH:24][cH:25]2)[cH:7][cH:8]1.[ClH:35]. Starting materials: COc1ccc(C(c2ccc(O)c(C)c2)c2cccc3ccccc23)cc1, CC(C)=O, ClCCN1CCCC1, Cl, [K+], [K+], O=C([O-])[O-], c1ccccc1. Yields the product COc1ccc(C(c2ccc(OCCN3CCCC3)c(C)c2)c2cccc3ccccc23)cc1, Cl.